This data is from the Open Reaction Database (ORD), a public repository of structured organic reaction records. The task is: describe an organic reaction: reactants, conditions, products, and yield Reactants: N#N (N2), C1N2CN3CN1CN(C2)C3 (hexamethylenetetramine), C1CCC2=NCCCN2CC1 (DBU), COC(=O)C1N=C(OC1)CCCCC(C)=O (2-(5-oxo-hexyl)-4,5-dihydro-oxazole-4-carboxylic acid methyl ester). The reagents and catalysts are [Cu](Br)Br (copper (II) bromide). Solvent: C(Cl)Cl (CH2Cl2). Run at time 20 minute. Yields the product COC(=O)C=1N=C(OC1)CCCCC(C)=O (2-(5-Oxo-hexyl)-oxazole-4-carboxylic acid methyl ester). As a reaction SMILES: N#N.C1N2CN3CN(C2)CN1C3.C1CCN2C(=NCCC2)CC1.[CH3:24][O:25][C:26]([CH:28]1[CH2:32][O:31][C:30]([CH2:33][CH2:34][CH2:35][CH2:36][C:37](=[O:39])[CH3:38])=[N:29]1)=[O:27]>C(Cl)Cl.[Cu](Br)Br>[CH3:24][O:25][C:26]([C:28]1[N:29]=[C:30]([CH2:33][CH2:34][CH2:35][CH2:36][C:37](=[O:39])[CH3:38])[O:31][CH:32]=1)=[O:27]. Reported procedure: In a flame dried round-bottomed flask equipped with a magnetic stir bar and under inert atmosphere (N2), hexamethylenetetramine (1.45 g, 4.40 mmol) and DBU (1.54 mL, 10.20 mmol) were added to a stirred suspension of copper (II) bromide (2.28 g, 10.20 mmol) in deoxygenated dry CH2Cl2 (30 mL). After 20 min, a deoxygenated solution of 2-(5-oxo-hexyl)-4,5-dihydro-oxazole-4-carboxylic acid methyl ester (931 mg, 4.10 mmol) in CH2Cl2 (11 mL) was added and the reaction mixture was stirred at rt for 2 h....